Dataset: the Open Reaction Database (ORD), a public repository of structured organic reaction records. Task: describe an organic reaction: reactants, conditions, products, and yield Reactants: C(C)(C)(C)C1=CC=C(CNCCC2=CC(=CC=C2)Cl)C=C1 ((4-tert-butyl-benzyl)-[2-(3-chloro-phenyl)-ethyl]-amine), N1C=CC2=CC=CC(=C12)C(=O)O (1H-indole-7-carboxylic acid), CN(C)C(=[N+](C)C)ON1C2=C(C=CC=C2)N=N1.[B-](F)(F)(F)F (TBTU), C(C)(C)N(C(C)C)CC (N,N-diisopropylethyl amine). Run in CN(C)C=O (DMF), O (water), CN(C)C=O (DMF). Run at time 5 minute. The product is C(C)(C)(C)C1=CC=C(CN(C(=O)C=2C=CC=C3C=CNC23)CCC2=CC(=CC=C2)Cl)C=C1 (1H-Indole-7-carboxylic acid (4-tert-butyl-benzyl)-[2-(3-chloro-phenyl)-ethyl]-amide). The yield is 91.4%. Reaction SMILES: [NH:1]1[C:9]2[C:4](=[CH:5][CH:6]=[CH:7][C:8]=2[C:10]([OH:12])=O)[CH:3]=[CH:2]1.CN(C(ON1N=NC2C=CC=CC1=2)=[N+](C)C)C.[B-](F)(F)(F)F.C(N(CC)C(C)C)(C)C.[C:44]([C:48]1[CH:64]=[CH:63][C:51]([CH2:52][NH:53][CH2:54][CH2:55][C:56]2[CH:61]=[CH:60][CH:59]=[C:58]([Cl:62])[CH:57]=2)=[CH:50][CH:49]=1)([CH3:47])([CH3:46])[CH3:45]>CN(C=O)C.O>[C:44]([C:48]1[CH:64]=[CH:63][C:51]([CH2:52][N:53]([CH2:54][CH2:55][C:56]2[CH:61]=[CH:60][CH:59]=[C:58]([Cl:62])[CH:57]=2)[C:10]([C:8]2[CH:7]=[CH:6][CH:5]=[C:4]3[C:9]=2[NH:1][CH:2]=[CH:3]3)=[O:12])=[CH:50][CH:49]=1)([CH3:47])([CH3:45])[CH3:46] |f:1.2|. Reported procedure: To a solution of 48 mg (0.3 mmol) of 1H-indole-7-carboxylic acid and 96 mg of TBTU (0.3 mmol) in 4 ml DMF, were added 0.26 ml (1.5 mmol) of N,N-diisopropylethyl amine. After stirring for 5 min at rt, 91 mg (0.3 mmol) (4-tert-butyl-benzyl)-[2-(3-chloro-phenyl)-ethyl]-amine in 1 ml DMF was added. After 2.5 h stirring at rt, the reaction mixture was diluted with 50 ml water and extracted with 2×50 ml EtOAc. The combined organic phases were washed with water and brine, dried with magnesium sulfate, ... The reactants are C=O, CO, Cl, O=C1c2ccccc2S(=O)(=O)N1C1CCNCC1, c1ccc2[nH]ccc2c1. Product: O=C1c2ccccc2S(=O)(=O)N1C1CCN(Cc2c[nH]c3ccccc23)CC1. As a reaction SMILES: [CH2:1]=[O:2].[CH3:31][OH:32].[ClH:30].[NH:12]1[CH2:13][CH2:14][CH:15]([N:18]2[S:19](=[O:28])(=[O:29])[c:20]3[c:21]([cH:24][cH:25][cH:26][cH:27]3)[C:22]2=[O:23])[CH2:16][CH2:17]1.[nH:3]1[cH:4][cH:5][c:6]2[cH:7][cH:8][cH:9][cH:10][c:11]12>>[CH2:1]([c:5]1[cH:4][nH:3][c:11]2[c:6]1[cH:7][cH:8][cH:9][cH:10]2)[N:12]1[CH2:13][CH2:14][CH:15]([N:18]2[S:19](=[O:28])(=[O:29])[c:20]3[c:21]([cH:24][cH:25][cH:26][cH:27]3)[C:22]2=[O:23])[CH2:16][CH2:17]1. Reactants: ClC1=CC=C(C=C1)C1=CC=2C(N(C=CC2O1)C=1C=C2C=NN(C2=CC1)CC(OC)OC)=O (2-(4-chlorophenyl)-5-(1-(2,2-dimethoxyethyl)-1H-indazol-5-yl)furo[3,2-c]pyridine-4-one), Cl (HCl). Run in O (H2O), C(Cl)Cl (CH2Cl2), C1CCOC1 (THF), O (H2O). Conditions: temperature 70 celsius, time 2 hour. Product: ClC1=CC=C(C=C1)C1=CC=2C(N(C=CC2O1)C=1C=C2C=NN(C2=CC1)CC(O)O)=O (2-(4-Chlorophenyl)-5-(1-(2,2-dihydroxyethyl)-1H-indazol-5-yl)furo[3,2-c]pyridine-4-one). Isolated yield 64.2%. RXN SMILES: [Cl:1][C:2]1[CH:7]=[CH:6][C:5]([C:8]2[O:16][C:15]3[CH:14]=[CH:13][N:12]([C:17]4[CH:18]=[C:19]5[C:23](=[CH:24][CH:25]=4)[N:22]([CH2:26][CH:27]([O:30]C)[O:28]C)[N:21]=[CH:20]5)[C:11](=[O:32])[C:10]=3[CH:9]=2)=[CH:4][CH:3]=1.Cl>C1COCC1.O.C(Cl)Cl>[Cl:1][C:2]1[CH:7]=[CH:6][C:5]([C:8]2[O:16][C:15]3[CH:14]=[CH:13][N:12]([C:17]4[CH:18]=[C:19]5[C:23](=[CH:24][CH:25]=4)[N:22]([CH2:26][CH:27]([OH:30])[OH:28])[N:21]=[CH:20]5)[C:11](=[O:32])[C:10]=3[CH:9]=2)=[CH:4][CH:3]=1. Procedure: To a solution of 2-(4-chlorophenyl)-5-(1-(2,2-dimethoxyethyl)-1H-indazol-5-yl)furo[3,2-c]pyridine-4-one (1.66 g, 3.69 mmol) in THF (36 mL) at 40° C. was added HCl in H2O (36 mL, 2.0 M). The solution was heated to 70° C. for 3 h then to 80° C. for 2 h. The reaction mixture was diluted with H2O (75 mL) and CH2Cl2 (75 mL). The resulting solids were collected by filtration and dried to yield the title compound (1.00 g, 64%) as a light brown solid. ESI MS m/z 422 [M+H]+. Starting materials: C1CCNCC1, ClCCCl, O=Cc1cc2c(cc1[N+](=O)[O-])C(NC(=O)C(F)(F)F)CCC2. Yields the product O=C(NC1CCCc2cc(CN3CCCCC3)c([N+](=O)[O-])cc21)C(F)(F)F. Reaction SMILES: [CH2:23]1[CH2:24][CH2:25][NH:26][CH2:27][CH2:28]1.[Cl:29][CH2:30][CH2:31][Cl:32].[F:1][C:2]([C:3](=[O:4])[NH:5][CH:6]1[CH2:7][CH2:8][CH2:9][c:10]2[cH:11][c:12]([CH:19]=[O:20])[c:13]([N+:16](=[O:17])[O-:18])[cH:14][c:15]21)([F:21])[F:22]>>[F:1][C:2]([C:3](=[O:4])[NH:5][CH:6]1[CH2:7][CH2:8][CH2:9][c:10]2[cH:11][c:12]([CH2:19][N:26]3[CH2:25][CH2:24][CH2:23][CH2:28][CH2:27]3)[c:13]([N+:16](=[O:17])[O-:18])[cH:14][c:15]21)([F:21])[F:22]. Starting materials: N[C@]12[C@@H]([C@H]3CC[C@@H]4[C@]5(CC=C(C([C@@H]5CC[C@]4([C@@]3(CC1)C)C)(C)C)C1=CC=C(C(=O)OC)C=C1)C)[C@@H](CC2)C(=C)C (methyl 4-((1R,3aS,5aR,5bR,7aR,11aS,11bR,13aR,13bR)-3a-amino-5a,5b,8,8,11a-pentamethyl-1-(prop-1-en-2-yl)-2,3,3a,4,5,5a,5b,6,7,7a,8,11,11a,11b,12,13,13a,13b-octadecahydro-1H-cyclopenta[a]chrysen-9-yl)benzoate), CN(CCC(=O)N[C@]12[C@@H]([C@H]3CC[C@@H]4[C@]5(CC=C(C([C@@H]5CC[C@]4([C@@]3(CC1)C)C)(C)C)C1=CC=C(C(=O)O)C=C1)C)[C@@H](CC2)C(=C)C)C (4-((1R,3aS,5aR,5bR,7aR,11aS,11bR,13aR,13bR)-3a-(3-(dimethylamino)propanamido)-5a,5b,8,8,11a-pentamethyl-1-(prop-1-en-2-yl)-2,3,3a,4,5,5a,5b,6,7,7a,8,11,11a,11b,12,13,13a,13b-octadecahydro-1H-cyclopenta[a]chrysen-9-yl)benzoic acid), N1(CCOCC1)CC(=O)O (morpholin-4-yl-acetic acid). Yields the product C[C@]12CC[C@@]3([C@@H]([C@H]2CC[C@@H]2[C@]4(CC=C(C([C@@H]4CC[C@@]12C)(C)C)C1=CC=C(C(=O)O)C=C1)C)[C@@H](CC3)C(=C)C)NC(CN3CCOCC3)=O (4-((1R,3aS,5aR,5bR,7aR,11aS,11bR,13aR,13bR)-5a,5b,8,8,11a-pentamethyl-3a-(2-morpholinoacetamido)-1-(prop-1-en-2-yl)-2,3,3a,4,5,5a,5b,6,7,7a,8,11,11a,11b,12,13,13a,13b-octadecahydro-1H-cyclopenta[a]chrysen-9-yl)benzoic acid). The yield is 40.0%. As a reaction SMILES: [NH2:1][C@:2]12[CH2:37][CH2:36][C@@H:35]([C:38]([CH3:40])=[CH2:39])[C@@H:3]1[C@@H:4]1[C@@:17]([CH3:20])([CH2:18][CH2:19]2)[C@@:16]2([CH3:21])[C@@H:7]([C@:8]3([CH3:34])[C@@H:13]([CH2:14][CH2:15]2)[C:12]([CH3:23])([CH3:22])[C:11]([C:24]2[CH:33]=[CH:32][C:27]([C:28]([O:30]C)=[O:29])=[CH:26][CH:25]=2)=[CH:10][CH2:9]3)[CH2:6][CH2:5]1.CN(C)CCC(N[C@]12CC[C@@H](C(C)=C)[C@@H]1[C@@H]1[C@@](C)(CC2)[C@@]2(C)[C@@H]([C@]3(C)[C@@H](CC2)C(C)(C)C(C2C=CC(C(O)=O)=CC=2)=CC3)CC1)=O.[N:87]1([CH2:93][C:94](O)=[O:95])[CH2:92][CH2:91][O:90][CH2:89][CH2:88]1>>[CH3:20][C@:17]12[C@@:16]3([CH3:21])[C@@H:7]([C@:8]4([CH3:34])[C@@H:13]([CH2:14][CH2:15]3)[C:12]([CH3:22])([CH3:23])[C:11]([C:24]3[CH:25]=[CH:26][C:27]([C:28]([OH:30])=[O:29])=[CH:32][CH:33]=3)=[CH:10][CH2:9]4)[CH2:6][CH2:5][C@@H:4]1[C@H:3]1[C@H:35]([C:38]([CH3:40])=[CH2:39])[CH2:36][CH2:37][C@:2]1([NH:1][C:94](=[O:95])[CH2:93][N:87]1[CH2:92][CH2:91][O:90][CH2:89][CH2:88]1)[CH2:19][CH2:18]2. Procedure details: The title compound was prepared in 40% yield from methyl 4-((1R,3aS,5aR,5bR,7aR,11aS,11bR,13aR,13bR)-3a-amino-5a,5b,8,8,11a-pentamethyl-1-(prop-1-en-2-yl)-2,3,3a,4,5,5a,5b,6,7,7a,8,11,11a,11b,12,13,13a,13b-octadecahydro-1H-cyclopenta[a]chrysen-9-yl)benzoate following the same procedure as described for the preparation of 4-((1R,3aS,5aR,5bR,7aR,11aS,11bR,13aR,13bR)-3a-(3-(dimethylamino)propanamido)-5a,5b,8,8,11a-pentamethyl-1-(prop-1-en-2-yl)-2,3,3a,4,5,5a,5b,6,7,7a,8,11,11a,11b,12,13,13a,13b-oct... Procedure details: The mixture of 1-tert-butyl 3-ethyl 3-fluoropiperidine-1,3-dicarboxylate 33 and 1a,b (0.8 g, 0.0029 mol) and acetamide oxime (0.54 g, 0.0073 mol) were dissolved in 30 mL tetrahydrofuran. Sodium methoxide (0.79 g, 0.0146 mol) was added and the mixture was heated at reflux for 1.75 hours. The mixture was concentrated and partitioned between water (25 mL) and ethyl acetate (1×100 mL). The aqueous layer was extracted with an additional 50 mL ethyl acetate. The combined organics were washed with 1×25... RXN SMILES: [F:1][C:2]1([C:15]([O:17]CC)=O)[CH2:7][CH2:6][CH2:5][N:4]([C:8]([O:10][C:11]([CH3:14])([CH3:13])[CH3:12])=[O:9])[CH2:3]1.[C:20](=[N:23]O)([NH2:22])[CH3:21].C[O-].[Na+]>O1CCCC1>[F:1][C:2]1([C:15]2[O:17][N:23]=[C:20]([CH3:21])[N:22]=2)[CH2:7][CH2:6][CH2:5][N:4]([C:8]([O:10][C:11]([CH3:12])([CH3:13])[CH3:14])=[O:9])[CH2:3]1 |f:2.3|. Solvent: O1CCCC1 (tetrahydrofuran). Yields the product FC1(CN(CCC1)C(=O)OC(C)(C)C)C1=NC(=NO1)C (tert-Butyl 3-fluoro-3-(3-methyl-1,2,4-oxadiazol-5-yl)piperidine-1-carboxylate). Starting materials: FC1(CN(CCC1)C(=O)OC(C)(C)C)C(=O)OCC (1-tert-butyl 3-ethyl 3-fluoropiperidine-1,3-dicarboxylate), C(C)(N)=NO (acetamide oxime), C[O-].[Na+] (Sodium methoxide).